This data is from the Open Reaction Database (ORD), a public repository of structured organic reaction records. The task is: describe an organic reaction: reactants, conditions, products, and yield Reaction SMILES: [CH3:1][O:2][C:3]1[CH:4]=[C:5]2[C:14]([NH2:15])=[N:13][C:12]([N:16]3[CH2:21][CH2:20][N:19]([C:22]([CH:24]4[O:33][C:32]5[CH:31]=CC=CC=5O[CH2:25]4)=[O:23])[CH2:18][CH2:17]3)=[N:11][C:6]2=[CH:7][C:8]=1[O:9][CH3:10].NC1C2C(=CC(OC)=C(OC)C=2)N=C(Cl)N=1>>[CH3:1][O:2][C:3]1[CH:4]=[C:5]2[C:14]([NH2:15])=[N:13][C:12]([N:16]3[CH2:21][CH2:20][N:19]([C:22]([CH:24]4[O:33][CH2:32][CH2:31][CH2:25]4)=[O:23])[CH2:18][CH2:17]3)=[N:11][C:6]2=[CH:7][C:8]=1[O:9][CH3:10]. Product: hydrochloride salt, COC=1C=C2C(=CC1OC)N=C(N=C2N)N3CCN(CC3)C(=O)C4CCCO4 (Terazosin). Procedure: The procedures were the same as described for Doxazosin, except that compound 3 (3.0 g, 16.3 mmol) prepared from Example 5 was reacted with 4-amino-2-chloro-6,7-dimethoxyquinazoline (3.8 g, 16.1 mmol) to provide 5.0 g of hydrochloride salt of Terazosin (73% yield), which is then converted to Terazosin (4.7 g, white solid) by alkalizing. Yield: 73.0%. The reactants are NC1=NC(=NC2=CC(=C(C=C12)OC)OC)Cl (4-amino-2-chloro-6,7-dimethoxyquinazoline), COC=1C=C2C(=CC1OC)N=C(N=C2N)N3CCN(CC3)C(=O)C4COC=5C=CC=CC5O4 (Doxazosin), compound 3. Reactants: C(C)(=O)[O-].[Na+] (sodium acetate), CC(=O)C (acetone), C(C)(=O)O[BH-](OC(C)=O)OC(C)=O.[Na+] (sodium triacetoxyborohydride), C([O-])([O-])=O.[Na+].[Na+] (sodium carbonate), N[C@H](C(=O)[O-])CC ((2S)-2-Aminobutanoate). The solvent is ClCCl (dichloromethane), O (water). Reaction conditions: temperature 0 celsius, time 4 hour. The product is C(C)(C)N[C@H](C(=O)OC)CC (methyl (2S)-2-(isopropylamino)butanoate). Yield: 159.4%. As a reaction SMILES: [NH2:1][C@@H:2]([CH2:6][CH3:7])[C:3]([O-:5])=[O:4].[C:8]([O-])(=O)C.[Na+].[CH3:13][C:14]([CH3:16])=O.C(O[BH-](OC(=O)C)OC(=O)C)(=O)C.[Na+].C(=O)([O-])[O-].[Na+].[Na+]>ClCCl.O>[CH:14]([NH:1][C@@H:2]([CH2:6][CH3:7])[C:3]([O:5][CH3:8])=[O:4])([CH3:16])[CH3:13] |f:1.2,4.5,6.7.8|. Reported procedure: (2S)-2-Aminobutanoate 41b (13.14 g, 85.52 mmol) was dissolved in 200 mL of dichloromethane. The reaction solution was cooled down to 0° C. in an ice-water bath followed by the addition of sodium acetate (3.51 g, 42.76 mmol), acetone (5.96 g, 0.10 mol) and sodium triacetoxyborohydride (21.75 g, 0.10 mol) successively. The reaction solution was heated to room temperature and stirred for 4 hours. The resulting solution was added with 100 mL of water, added dropwise with saturated sodium carbonate s... Starting materials: FC=1C=C(C=CC1)C1=CC(OC2=CC(=CC=C12)C)=O (4-(3-fluorophenyl)-7-methyl-2H-chromen-2-one), BrN1C(CCC1=O)=O (N-bromosuccinimide), C(C1=CC=CC=C1)(=O)OOC(C1=CC=CC=C1)=O (benzoylperoxide). Run in C(Cl)(Cl)(Cl)Cl (carbontetrachloride). Run at time 8 hour. Product: BrCC1=CC=C2C(=CC(OC2=C1)=O)C1=CC(=CC=C1)F (7-(bromomethyl)-4-(3-fluorophenyl)-2H-chromen-2-one). As a reaction SMILES: [F:1][C:2]1[CH:3]=[C:4]([C:8]2[C:17]3[C:12](=[CH:13][C:14]([CH3:18])=[CH:15][CH:16]=3)[O:11][C:10](=[O:19])[CH:9]=2)[CH:5]=[CH:6][CH:7]=1.[Br:20]N1C(=O)CCC1=O.C(OOC(=O)C1C=CC=CC=1)(=O)C1C=CC=CC=1>C(Cl)(Cl)(Cl)Cl>[Br:20][CH2:18][C:14]1[CH:13]=[C:12]2[C:17]([C:8]([C:4]3[CH:5]=[CH:6][CH:7]=[C:2]([F:1])[CH:3]=3)=[CH:9][C:10](=[O:19])[O:11]2)=[CH:16][CH:15]=1. Reported procedure: To a solution of 4-(3-fluorophenyl)-7-methyl-2H-chromen-2-one (1.25 g, 4.9 mmol) in carbontetrachloride (30 mL), N-bromosuccinimide (963 mg, 5.41 mmol) and benzoylperoxide (60 mg, 0.25 mmol) were added. The reaction was then stirred overnight at reflux. After cooling, the reaction mixture was concentrated under reduced pressure. The crude residue obtained was purified on a short column of silica gel (eluting with CH2Cl2). The filtrate was concentrated and the solid obtained was swished in a mixt... The reactants are C#CC1=Cc2ccccc2Sc2ccc(Cl)cc21, CC(=O)[O-], CC(=O)[O-], CNC, CS(=O)(=O)O, [Cu+2], C1COCCO1. The product is CN(C)CC#CC1=Cc2ccccc2Sc2ccc(Cl)cc21. RXN SMILES: [C:1](#[CH:2])[C:3]1=[CH:4][c:5]2[c:6]([cH:15][cH:16][cH:17][cH:18]2)[S:7][c:8]2[c:9]1[cH:10][c:11]([Cl:14])[cH:12][cH:13]2.[C:27]([O-:28])(=[O:29])[CH3:30].[C:32]([O-:33])(=[O:34])[CH3:35].[CH3:19][NH:20][CH3:21].[CH3:22][S:23](=[O:24])(=[O:25])[OH:26].[Cu+2:31].[O:36]1[CH2:37][CH2:38][O:39][CH2:40][CH2:41]1>>[C:1](#[C:2][CH2:22][N:20]([CH3:19])[CH3:21])[C:3]1=[CH:4][c:5]2[c:6]([cH:15][cH:16][cH:17][cH:18]2)[S:7][c:8]2[c:9]1[cH:10][c:11]([Cl:14])[cH:12][cH:13]2. Reaction SMILES: [CH:1]([CH:3]1[C:8]2[N:9]([CH3:16])[C:10]3[CH:11]=[CH:12][CH:13]=[CH:14][C:15]=3[C:7]=2[S:6][CH2:5][CH2:4]1)=[O:2].[H-].[Na+].[CH3:19]I>O1CCCC1>[CH:1]([C:3]1([CH3:19])[C:8]2[N:9]([CH3:16])[C:10]3[CH:11]=[CH:12][CH:13]=[CH:14][C:15]=3[C:7]=2[S:6][CH2:5][CH2:4]1)=[O:2] |f:1.2|. Reaction conditions: time 1.5 hour. Reactants: C(=O)C1CCSC2=C1N(C=1C=CC=CC21)C (4-formyl-5-methyl-2,3,4,5-tetrahydrothiopyrano[3,2-b]indole), [H-].[Na+] (sodium hydride), CI (methyl iodide), ice water. Procedure details: A solution of 4-formyl-5-methyl-2,3,4,5-tetrahydrothiopyrano[3,2-b]indole (2.31 g) in dry tetrahydrofuran (25 ml) is mixed with 50% sodium hydride (480 mg) and stirred at room temperature for 1.5 hours. Under ice cooling, a solution of methyl iodide (1.7 g) in dry tetrahydrofuran (5 ml) is added dropwise thereto over 5 minutes. The mixture is stirred further for 1.5 hours at room temperature and poured into ice water, which is extracted with ether. The extract is washed with water, dried and eva... Run in O1CCCC1 (tetrahydrofuran), O1CCCC1 (tetrahydrofuran). Product: C(=O)C1(CCSC2=C1N(C=1C=CC=CC21)C)C (4-Formyl-4,5-dimethyl-2,3,4,5-tetrahydrothiopyrano[3,2-b]indole). Isolated yield 66.1%. Starting materials: O=C(Cl)OCc1ccccc1, Cl, [K+], [K+], O=C1CCNCC1, O=C([O-])[O-], C1CCOC1, O. The product is O=C1CCN(C(=O)OCc2ccccc2)CC1. RXN SMILES: [C:15](=[O:16])([O:17][CH2:18][c:19]1[cH:20][cH:21][cH:22][cH:23][cH:24]1)[Cl:25].[ClH:1].[K+:10].[K+:9].[NH:2]1[CH2:3][CH2:4][C:5](=[O:8])[CH2:6][CH2:7]1.[O-:11][C:12]([O-:13])=[O:14].[O:26]1[CH2:27][CH2:28][CH2:29][CH2:30]1.[OH2:31]>>[N:2]1([C:15](=[O:16])[O:17][CH2:18][c:19]2[cH:20][cH:21][cH:22][cH:23][cH:24]2)[CH2:3][CH2:4][C:5](=[O:8])[CH2:6][CH2:7]1. Reactants: C(C)(C)(C)C1=CC=C(C=C1)N1[C@@H](CC[C@H]1C1=CC=C(C=C1)[N+](=O)[O-])C1=CC=C(C=C1)[N+](=O)[O-] ((2S,5S)-1-(4-tert-butylphenyl)-2,5-bis(4-nitrophenyl)pyrrolidine). Run in CCCCCCC (heptane). The product is C(C)(C)(C)C1=CC=C(C=C1)N1[C@@H](CC[C@H]1C1=CC=C(N)C=C1)C1=CC=C(N)C=C1 (4,4′-((2S,5S)-1-(4-tert-butylphenyl)pyrrolidine-2,5-diyl)dianiline). As a reaction SMILES: [C:1]([C:5]1[CH:10]=[CH:9][C:8]([N:11]2[C@H:15]([C:16]3[CH:21]=[CH:20][C:19]([N+:22]([O-])=O)=[CH:18][CH:17]=3)[CH2:14][CH2:13][C@H:12]2[C:25]2[CH:30]=[CH:29][C:28]([N+:31]([O-])=O)=[CH:27][CH:26]=2)=[CH:7][CH:6]=1)([CH3:4])([CH3:3])[CH3:2]>CCCCCCC>[C:1]([C:5]1[CH:6]=[CH:7][C:8]([N:11]2[C@H:15]([C:16]3[CH:21]=[CH:20][C:19]([NH2:22])=[CH:18][CH:17]=3)[CH2:14][CH2:13][C@H:12]2[C:25]2[CH:30]=[CH:29][C:28]([NH2:31])=[CH:27][CH:26]=2)=[CH:9][CH:10]=1)([CH3:4])([CH3:2])[CH3:3]. Reported procedure: To a 160 ml Parr stirrer hydrogenation vessel was added the product from Example 37D (2 g, 4.49 mmol), followed by 60 ml of THF, and Raney Nickel Grace 2800 (1 g, 50 wt % (dry basis)) under a stream of nitrogen. The reactor was assembled and purged with nitrogen (8×20 psig) followed by purging with hydrogen (8×30 psig). The reactor was then pressurized to 30 psig with hydrogen and agitation (700 rpm) began and continued for a total of 16 h at room temperature. The slurry was filtered by vacuum f...